Dataset: the Open Reaction Database (ORD), a public repository of structured organic reaction records. Task: describe an organic reaction: reactants, conditions, products, and yield Starting materials: BrCc1ccccn1, Br, CCN(C(C)C)C(C)C, CN(C)C=O, O=Cc1ncc[nH]1. Yields the product O=Cc1nccn1Cc1ccccn1. RXN SMILES: [Br:9][CH2:10][c:11]1[n:12][cH:13][cH:14][cH:15][cH:16]1.[BrH:8].[CH:17]([N:18]([CH2:19][CH3:20])[CH:21]([CH3:22])[CH3:23])([CH3:24])[CH3:25].[O:26]=[CH:27][N:28]([CH3:29])[CH3:30].[nH:1]1[c:2]([CH:6]=[O:7])[n:3][cH:4][cH:5]1>>[n:1]1([CH2:10][c:11]2[n:12][cH:13][cH:14][cH:15][cH:16]2)[c:2]([CH:6]=[O:7])[n:3][cH:4][cH:5]1. Yields the product CCCc1c(COc2ccc(-c3nnn(CCCN(C)C)n3)cc2)ccc(C(C)=O)c1O. The reactants are CCCc1c(COc2ccc(-c3nnn(CCCBr)n3)cc2)ccc(C(C)=O)c1O, CNC, CC#N. As a reaction SMILES: [C:1]([CH3:2])(=[O:3])[c:4]1[c:5]([OH:30])[c:6]([CH2:27][CH2:28][CH3:29])[c:7]([CH2:10][O:11][c:12]2[cH:13][cH:14][c:15](-[c:18]3[n:19][n:20][n:21]([CH2:23][CH2:24][CH2:25][Br:26])[n:22]3)[cH:16][cH:17]2)[cH:8][cH:9]1.[CH3:31][NH:32][CH3:33].[CH3:34][C:35]#[N:36]>>[C:1]([CH3:2])(=[O:3])[c:4]1[c:5]([OH:30])[c:6]([CH2:27][CH2:28][CH3:29])[c:7]([CH2:10][O:11][c:12]2[cH:13][cH:14][c:15](-[c:18]3[n:19][n:20][n:21]([CH2:23][CH2:24][CH2:25][N:32]([CH3:31])[CH3:33])[n:22]3)[cH:16][cH:17]2)[cH:8][cH:9]1. Starting materials: C(CCCCCCC\C=C/CCCCCCCC)(=O)OC (Methyl oleate), ClC1=CC(=CC=C1)C(=O)OO (meta-chloroperbenzoic acid). The solvent is ClCCl (dichloromethane). Product: C(CCCCCCC)C1C(O1)CCCCCCCC(=O)OC (methyl 8-(3-octyloxiran-2-yl)octanoate). As a reaction SMILES: [C:1]([O:20][CH3:21])(=[O:19])[CH2:2][CH2:3][CH2:4][CH2:5][CH2:6][CH2:7][CH2:8]/[CH:9]=[CH:10]\[CH2:11][CH2:12][CH2:13][CH2:14][CH2:15][CH2:16][CH2:17][CH3:18].ClC1C=CC=C(C(OO)=[O:30])C=1>ClCCl>[CH2:11]([CH:10]1[O:30][CH:9]1[CH2:8][CH2:7][CH2:6][CH2:5][CH2:4][CH2:3][CH2:2][C:1]([O:20][CH3:21])=[O:19])[CH2:12][CH2:13][CH2:14][CH2:15][CH2:16][CH2:17][CH3:18]. Reported procedure: Methyl oleate (1) (5.0 g; 0.017 mol) (89%) (ITERG) and meta-chloroperbenzoic acid (mCPBA) (4.3 g; 0.025 mol) (Aldrich) were dissolved in dichloromethane (J. T. Baker) (100 mL) and the reaction mixture was mixed under agitation at ambient temperature for 5 hours. The reaction mixture was then filtered and the collected solution was washed with saturated aqueous sodium bicarbonate (3×50 mL) (Aldrich) then with water (3×50 mL). The organic layer was separated and dried over anhydrous sodium sulfate... Reactants: ClC1=C(C(N(C(N1C)=O)C)=O)C#N (6-chloro-5-cyano-1,3-dimethyluracil), O.O.O.C(C)(=O)[O-].[Na+] (sodium acetate trihydrate), Cl.NO (hydroxylamine hydrochloride). Run in CO (methanol). Yields the product NC=1ON=C2N(C(N(C(C21)=O)C)=O)C (3-Amino-5,7-dimethyl-isoxazolo[3,4-d]pyrimidine-4,6-(5H,7H)-dione). The yield is 87.2%. As a reaction SMILES: Cl[C:2]1[N:7]([CH3:8])[C:6](=[O:9])[N:5]([CH3:10])[C:4](=[O:11])[C:3]=1[C:12]#[N:13].[OH2:14].O.O.C([O-])(=O)C.[Na+].Cl.[NH2:23]O>CO>[NH2:13][C:12]1[O:14][N:23]=[C:2]2[C:3]=1[C:4](=[O:11])[N:5]([CH3:10])[C:6](=[O:9])[N:7]2[CH3:8] |f:1.2.3.4.5,6.7|. Procedure: 1.4 g of 6-chloro-5-cyano-1,3-dimethyluracil was stirred together with a mixture of 150 ml of methanol, 6.0 g of sodium acetate trihydrate and 3.0 g of hydroxylamine hydrochloride at room temperature for 3 hours. Resulting precipitates were recovered by filtration and washed with 10 ml of water twice and then with 5 ml of methanol. The precipitates were recrystallized from dimethylformamide-water to give 1.2 g of light yellow prisms, melting point: 280°-284° C. (decomp.). Ultraviolet absorption ...